This data is from the Open Reaction Database (ORD), a public repository of structured organic reaction records. The task is: describe an organic reaction: reactants, conditions, products, and yield The reactants are COc1cc(Br)ccc1Cl, CC(C)(C)OC(=O)N1CCNCC1, CC(C)(C)[O-], [Na+], O=C(C=Cc1ccccc1)C=Cc1ccccc1, O=C(C=Cc1ccccc1)C=Cc1ccccc1, O=C(C=Cc1ccccc1)C=Cc1ccccc1, [Pd], [Pd], c1ccc(P(c2ccccc2)c2ccc3ccccc3c2-c2c(P(c3ccccc3)c3ccccc3)ccc3ccccc23)cc1. The product is COc1cc(N2CCN(C(=O)OC(C)(C)C)CC2)ccc1Cl. RXN SMILES: [Br:1][c:2]1[cH:3][cH:4][c:5]([Cl:10])[c:6]([O:8][CH3:9])[cH:7]1.[C:11](=[O:12])([O:13][C:14]([CH3:15])([CH3:16])[CH3:17])[N:18]1[CH2:19][CH2:20][NH:21][CH2:22][CH2:23]1.[CH3:24][C:25]([CH3:26])([O-:27])[CH3:28].[Na+:29].[O:114]=[C:115]([CH:116]=[CH:117][c:118]1[cH:119][cH:120][cH:121][cH:122][cH:123]1)[CH:124]=[CH:125][c:126]1[cH:127][cH:128][cH:129][cH:130][cH:131]1.[O:78]=[C:79]([CH:80]=[CH:81][c:82]1[cH:83][cH:84][cH:85][cH:86][cH:87]1)[CH:88]=[CH:89][c:90]1[cH:91][cH:92][cH:93][cH:94][cH:95]1.[O:96]=[C:97]([CH:98]=[CH:99][c:100]1[cH:101][cH:102][cH:103][cH:104][cH:105]1)[CH:106]=[CH:107][c:108]1[cH:109][cH:110][cH:111][cH:112][cH:113]1.[Pd:76].[Pd:77].[cH:30]1[cH:31][cH:32][c:33]([P:34]([c:35]2[cH:36][cH:37][c:38]3[c:39]([cH:40][cH:41][cH:42][cH:43]3)[c:44]2-[c:45]2[c:46]3[c:47]([cH:48][cH:49][cH:50][cH:51]3)[cH:52][cH:53][c:54]2[P:55]([c:56]2[cH:57][cH:58][cH:59][cH:60][cH:61]2)[c:62]2[cH:63][cH:64][cH:65][cH:66][cH:67]2)[c:68]2[cH:69][cH:70][cH:71][cH:72][cH:73]2)[cH:74][cH:75]1>>[c:2]1([N:21]2[CH2:20][CH2:19][N:18]([C:11](=[O:12])[O:13][C:14]([CH3:15])([CH3:16])[CH3:17])[CH2:23][CH2:22]2)[cH:3][cH:4][c:5]([Cl:10])[c:6]([O:8][CH3:9])[cH:7]1. Reactants: [OH-].[Na+] (sodium hydroxide), COC(=O)C1=NN(C=C1NC(C1=CC=CC=C1)(C1=CC=CC=C1)C1=CC=CC=C1)C (1-methyl-4-(trityl-amino)-1H-pyrazole-3-carboxylic acid methyl ester), [OH-].[Na+] (sodium hydroxide). Run in CO (methanol). Reaction conditions: temperature 25 celsius, time 18 hour. The product is CN1N=C(C(=C1)NC(C1=CC=CC=C1)(C1=CC=CC=C1)C1=CC=CC=C1)C(=O)O (1-methyl-4-(trityl-amino)-1H-pyrazole-3-carboxylic acid). Isolated yield 86.9%. As a reaction SMILES: C[O:2][C:3]([C:5]1[C:9]([NH:10][C:11]([C:24]2[CH:29]=[CH:28][CH:27]=[CH:26][CH:25]=2)([C:18]2[CH:23]=[CH:22][CH:21]=[CH:20][CH:19]=2)[C:12]2[CH:17]=[CH:16][CH:15]=[CH:14][CH:13]=2)=[CH:8][N:7]([CH3:30])[N:6]=1)=[O:4].[OH-].[Na+]>CO>[CH3:30][N:7]1[CH:8]=[C:9]([NH:10][C:11]([C:18]2[CH:19]=[CH:20][CH:21]=[CH:22][CH:23]=2)([C:24]2[CH:29]=[CH:28][CH:27]=[CH:26][CH:25]=2)[C:12]2[CH:13]=[CH:14][CH:15]=[CH:16][CH:17]=2)[C:5]([C:3]([OH:4])=[O:2])=[N:6]1 |f:1.2|. Reported procedure: A solution of 1-methyl-4-(trityl-amino)-1H-pyrazole-3-carboxylic acid methyl ester (70 mg, 0.18 mmol) in methanol (2.0 mL) cooled to 0° C. was treated with a 1N aqueous sodium hydroxide solution (0.7 mL, 0.70 mmol). The reaction was stirred at 25° C. for 18 h. At this time, the reaction was treated with another portion of a 1N aqueous sodium hydroxide solution (0.7 mL, 0.70 mmol). The reaction was stirred for 24 h. At this time, the reaction was warmed to 50° C. for 5 days. At this time, the rea... The reactants are FC(C(=O)O)(F)F (trifluoroacetic acid), CCOCC (Ether), OC1=C(C=CC=C1)C(C)(O)C1=C(C=CC=C1)O (1,1-Bis(2-hydroxyphenyl)ethanol), C(C)[SiH](CC)CC (triethylsilane). Solvent: ClCCl (dichloromethane), O (water), ClCCl (dichloromethane), ClCCl (dichloromethane). Yields the product OC1=C(C=CC=C1)C(C)C1=C(C=CC=C1)O (1,1-Bis(2-hydroxyphenyl)ethane). The yield is 76.5%. As a reaction SMILES: [OH:1][C:2]1[CH:7]=[CH:6][CH:5]=[CH:4][C:3]=1[C:8]([C:11]1[CH:16]=[CH:15][CH:14]=[CH:13][C:12]=1[OH:17])(O)[CH3:9].FC(F)(F)C(O)=O.C([SiH](CC)CC)C.CCOCC>ClCCl.O>[OH:1][C:2]1[CH:7]=[CH:6][CH:5]=[CH:4][C:3]=1[CH:8]([C:11]1[CH:16]=[CH:15][CH:14]=[CH:13][C:12]=1[OH:17])[CH3:9]. Reported procedure: 1,1-Bis(2-hydroxyphenyl)ethanol (8.57 g) dissolved in 40 ml of dichloromethane was cooled with an ice bath and to this was added sequentially with stirring 3.70 ml of trifluoroacetic acid in 20 ml of dichloromethane and (dropwise) 7.67 ml of triethylsilane in 20 ml of dichloromethane. The mixture was allowed to warm to room temperature and react for another 2 hours. Ether and water were added and the phases separated. The organic phase was extracted with several small portions of 2N sodium hydro... Reactants: CCO, Nc1ccc(Cl)cc1, Cc1nc(Cl)c(N)c(Cl)n1, Cl, O. The product is Cc1nc(Cl)c(N)c(Nc2ccc(Cl)cc2)n1. As a reaction SMILES: [CH3:19][CH2:20][OH:21].[Cl:11][c:12]1[cH:13][cH:14][c:15]([NH2:18])[cH:16][cH:17]1.[Cl:1][c:2]1[n:3][c:4]([CH3:10])[n:5][c:6]([Cl:9])[c:7]1[NH2:8].[ClH:22].[OH2:23]>>[c:2]1([NH:18][c:15]2[cH:14][cH:13][c:12]([Cl:11])[cH:17][cH:16]2)[n:3][c:4]([CH3:10])[n:5][c:6]([Cl:9])[c:7]1[NH2:8].